Dataset: the Open Reaction Database (ORD), a public repository of structured organic reaction records. Task: describe an organic reaction: reactants, conditions, products, and yield Yields the product CC(C)(c1ccccc1)N1C(=O)c2cccc(Cl)c2C1O. As a reaction SMILES: [CH2:44]1[O:45][CH2:46][CH2:47][CH2:48]1.[CH3:20][N:21]([CH3:22])[CH2:23][CH2:24][N:25]([CH3:26])[CH3:27].[CH3:28][CH2:29][CH2:30][CH2:31][CH2:32][CH3:33].[CH:34]([Li:35])([CH2:36][CH3:37])[CH3:38].[Cl:1][c:2]1[cH:3][c:4]([C:5](=[O:6])[NH:7][C:8]([CH3:9])([c:10]2[cH:11][cH:12][cH:13][cH:14][cH:15]2)[CH3:16])[cH:17][cH:18][cH:19]1.[O:39]=[CH:40][N:41]([CH3:42])[CH3:43].[OH2:49]>>[Cl:1][c:2]1[c:3]2[c:4]([cH:17][cH:18][cH:19]1)[C:5](=[O:6])[N:7]([C:8]([CH3:9])([c:10]1[cH:11][cH:12][cH:13][cH:14][cH:15]1)[CH3:16])[CH:40]2[OH:39]. The reactants are C1CCOC1, CN(C)CCN(C)C, CCCCCC, [Li]C(C)CC, CC(C)(NC(=O)c1cccc(Cl)c1)c1ccccc1, CN(C)C=O, O. Starting materials: CN1C(=NC2=C1C=CC(=C2)N(C)S(=O)(=O)C2=CC=CC=C2)CNC2=C(C=C(C=C2)C#N)OC (1-methyl-2-[N-(4-cyano-2-methoxy-phenyl)-aminomethyl]-5-(N-methyl-benzenesulphonylamino)-benzimidazole), Cl (hydrochloric acid), C([O-])([O-])=O.[NH4+].[NH4+] (ammonium carbonate). Solvent: C(C)O (ethanol). Yields the product CN1C(=NC2=C1C=CC(=C2)N(C)S(=O)(=O)C2=CC=CC=C2)CNC2=C(C=C(C=C2)C(N)=N)OC (1-methyl-2-[N-(4-amidino-2-methoxy-phenyl)-aminomethyl]-5-(N-methyl-benzenesulphonylamino)-benzimidazole). RXN SMILES: [CH3:1][N:2]1[C:6]2[CH:7]=[CH:8][C:9]([N:11]([S:13]([C:16]3[CH:21]=[CH:20][CH:19]=[CH:18][CH:17]=3)(=[O:15])=[O:14])[CH3:12])=[CH:10][C:5]=2[N:4]=[C:3]1[CH2:22][NH:23][C:24]1[CH:29]=[CH:28][C:27]([C:30]#[N:31])=[CH:26][C:25]=1[O:32][CH3:33].Cl.C(=O)([O-])[O-].[NH4+:39].[NH4+]>C(O)C>[CH3:1][N:2]1[C:6]2[CH:7]=[CH:8][C:9]([N:11]([S:13]([C:16]3[CH:17]=[CH:18][CH:19]=[CH:20][CH:21]=3)(=[O:15])=[O:14])[CH3:12])=[CH:10][C:5]=2[N:4]=[C:3]1[CH2:22][NH:23][C:24]1[CH:29]=[CH:28][C:27]([C:30](=[NH:39])[NH2:31])=[CH:26][C:25]=1[O:32][CH3:33] |f:2.3.4|. Reported procedure: Prepared analogously to Example 1e from 1-methyl-2-[N-(4-cyano-2-methoxy-phenyl)-aminomethyl]-5-(N-methyl-benzenesulphonylamino)-benzimidazole and ethanolic hydrochloric acid, ethanol and ammonium carbonate.